From a dataset of the Open Reaction Database (ORD), a public repository of structured organic reaction records. describe an organic reaction: reactants, conditions, products, and yield The reactants are C(C1=CC=CC=C1)(=O)N[C@H](C(CN(C(=O)N1[C@H](C(=O)OCC2=CC=CC=C2)CCC1)C)O)CC1=CC=CC=C1 (1-[[[(3S)-3-(benzoylamino)-2-hydroxy-4-phenylbutyl]methylamino]carbonyl]-L-proline, phenylmethyl ester). Reagents/catalysts: [OH-].[OH-].[Pd+2] (palladium hydroxide on carbon). Run in C(C)O.C(C)(=O)OCC (ethanol ethyl acetate). Conditions: time 1 hour. Yields the product C(C1=CC=CC=C1)(=O)N[C@H](C(CN(C(=O)N1[C@H](C(=O)O)CCC1)C)O)CC1=CC=CC=C1 (1-[[[(3S)-3-(Benzoylamino)-2-hydroxy-4-phenylbutyl]methylamino]carbonyl]-L-proline). Reaction SMILES: [C:1]([NH:9][C@@H:10]([CH2:33][C:34]1[CH:39]=[CH:38][CH:37]=[CH:36][CH:35]=1)[CH:11]([OH:32])[CH2:12][N:13]([CH3:31])[C:14]([N:16]1[CH2:30][CH2:29][CH2:28][C@H:17]1[C:18]([O:20]CC1C=CC=CC=1)=[O:19])=[O:15])(=[O:8])[C:2]1[CH:7]=[CH:6][CH:5]=[CH:4][CH:3]=1>[OH-].[OH-].[Pd+2].C(O)C.C(OCC)(=O)C>[C:1]([NH:9][C@@H:10]([CH2:33][C:34]1[CH:35]=[CH:36][CH:37]=[CH:38][CH:39]=1)[CH:11]([OH:32])[CH2:12][N:13]([CH3:31])[C:14]([N:16]1[CH2:30][CH2:29][CH2:28][C@H:17]1[C:18]([OH:20])=[O:19])=[O:15])(=[O:8])[C:2]1[CH:7]=[CH:6][CH:5]=[CH:4][CH:3]=1 |f:1.2.3,4.5|. Reported procedure: A mixture of 1-[[[(3S)-3-(benzoylamino)-2-hydroxy-4-phenylbutyl]methylamino]carbonyl]-L-proline, phenylmethyl ester (isomer A) (790 mg., 149 mmole), palladium hydroxide on carbon catalyst (110 mg.) and ethanol: ethyl acetate (1:1, 20 ml.) is stirred under hydrogen gas (balloon) for one hour. The solution is filtered (millipore), and the solvent removed at reduced pressure to give the desired product as a colorless solid. Drying under vacuum over phosphorus pentoxide yields 569 mg. of 1-[[[(3S)-3... Yields the product O=C(O)COCC(=O)NCCCO. The reactants are Cc1ccc(C(c2ccc(C)c(Br)c2)C2CCN(C(C)CN3C(=O)COCC3=O)CC2)cc1Br, O=C1COCC(=O)O1, CS(=O)(=O)O, NCCCO. As a reaction SMILES: [Br:6][c:7]1[cH:8][c:9]([CH:10]([c:11]2[cH:12][cH:13][c:14]([CH3:15])[c:16]([Br:17])[cH:18]2)[CH:19]2[CH2:20][CH2:21][N:22]([CH:23]([CH3:24])[CH2:25][N:26]3[C:27](=[O:28])[CH2:29][O:30][CH2:31][C:32]3=[O:33])[CH2:34][CH2:35]2)[cH:36][cH:37][c:38]1[CH3:39].[C:40]1(=[O:47])[CH2:41][O:42][CH2:43][C:44](=[O:45])[O:46]1.[CH3:1][S:2]([OH:3])(=[O:4])=[O:5].[NH2:48][CH2:49][CH2:50][CH2:51][OH:52]>>[C:40]([CH2:41][O:42][CH2:43][C:44](=[O:45])[NH:48][CH2:49][CH2:50][CH2:51][OH:52])([OH:46])=[O:47]. Starting materials: CC1=C(OC2=C1C(=CC=C2)OCCCN(CC=2C=NC=CC2)C)C=O (3-methyl-4-[3-(methyl-pyridin-3-ylmethyl-amino)-propoxy]-benzofuran-2-carbaldehyde), compound, NN1CCOCC1 (4-aminomorpholine). The solvent is ClCCl (dichloromethane). Conditions: time 8 hour. Product: CC1=C(OC2=C1C(=CC=C2)OCCCN(CC=2C=NC=CC2)C)C=NN2CCOCC2 ({3-Methyl-4-[3-(methyl-pyridin-3-ylmethyl-amino)-propoxy]-benzofuran-2-ylmethylene}-morpholin-4-yl-amine). RXN SMILES: [CH3:1][C:2]1[C:6]2[C:7]([O:11][CH2:12][CH2:13][CH2:14][N:15]([CH3:23])[CH2:16][C:17]3[CH:18]=[N:19][CH:20]=[CH:21][CH:22]=3)=[CH:8][CH:9]=[CH:10][C:5]=2[O:4][C:3]=1[CH:24]=O.[NH2:26][N:27]1[CH2:32][CH2:31][O:30][CH2:29][CH2:28]1>ClCCl>[CH3:1][C:2]1[C:6]2[C:7]([O:11][CH2:12][CH2:13][CH2:14][N:15]([CH3:23])[CH2:16][C:17]3[CH:18]=[N:19][CH:20]=[CH:21][CH:22]=3)=[CH:8][CH:9]=[CH:10][C:5]=2[O:4][C:3]=1[CH:24]=[N:26][N:27]1[CH2:32][CH2:31][O:30][CH2:29][CH2:28]1. Reported procedure: To a solution of 3-methyl-4-[3-(methyl-pyridin-3-ylmethyl-amino)-propoxy]-benzofuran-2-carbaldehyde (the compound of Example 115-b) (420 mg) in dichloromethane (50 ml) was added 4-aminomorpholine (380 mg) at room temperature. After stirring overnight, the mixture was washed with water (20 ml), NH4Cl solution (20 ml) and dried over anhydrous sodium sulfate. The mixture was purified by silica gel column chromatography developed by dichloromethane and methanol to give the title compound as a colorl... Starting materials: CC(C)(C)OC(=O)n1c(=O)[nH]c2cc(Br)ccc21, CCOC(C)=O, CI. Product: Cn1c(=O)n(C(=O)OC(C)(C)C)c2ccc(Br)cc21. RXN SMILES: [C:1]([CH3:2])([CH3:3])([CH3:4])[O:5][C:6](=[O:7])[n:8]1[c:9](=[O:18])[nH:10][c:11]2[c:12]1[cH:13][cH:14][c:15]([Br:17])[cH:16]2.[CH3:21][CH2:22][O:23][C:24](=[O:25])[CH3:26].[I:19][CH3:20]>>[C:1]([CH3:2])([CH3:3])([CH3:4])[O:5][C:6](=[O:7])[n:8]1[c:9](=[O:18])[n:10]([CH3:20])[c:11]2[c:12]1[cH:13][cH:14][c:15]([Br:17])[cH:16]2. Starting materials: COC1=CC(=CC=C1)N (m-anisidine), CN1C(C=CC1=O)=O (N-methylmaleimide). Product: COC=1C=C(C=CC1)C=1C(=O)N(C(C1)=O)C (2-(m-methoxyphenyl)-N-methylmaleimide). As a reaction SMILES: [CH3:1][O:2][C:3]1[CH:8]=[CH:7][CH:6]=[C:5](N)[CH:4]=1.[CH3:10][N:11]1[C:15](=[O:16])[CH:14]=[CH:13][C:12]1=[O:17]>>[CH3:1][O:2][C:3]1[CH:4]=[C:5]([C:13]2[C:12]([N:11]([CH3:10])[C:15](=[O:16])[CH:14]=2)=[O:17])[CH:6]=[CH:7][CH:8]=1. Procedure details: A 61.13 g portion of m-anisidine and 55.1 g of N-methylmaleimide were reacted as described in Example 6, giving 33.07 g of 2-(m-methoxyphenyl)-N-methylmaleimide. The reactants are resultant mixture, FC=1C=C(C=CC1)S(=O)(=O)Cl (3-Fluoro-benzenesulfonyl chloride), NC=1C=C(C=CC1)C1NC2=CC=C(C=C2C(C1)(C)C)C#N (2-(3-amino-phenyl)-4,4-dimethyl-1,2,3,4-tetrahydro-quinoline-6-carbonitrile), N1=CC=CC=C1 (pyridine). Run in ClCCl (dichloromethane). Reaction conditions: time 8 hour. Product: C(#N)C=1C=C2C(CC(NC2=CC1)C=1C=C(C=CC1)NS(=O)(=O)C1=CC(=CC=C1)F)(C)C (N-[3-(6-cyano-4,4-dimethyl-1,2,3,4-tetrahydro-quinolin-2-yl)-phenyl]-3-fluoro-benzenesulfonamide). Yield: 43.4%. Reaction SMILES: [F:1][C:2]1[CH:3]=[C:4]([S:8](Cl)(=[O:10])=[O:9])[CH:5]=[CH:6][CH:7]=1.[NH2:12][C:13]1[CH:14]=[C:15]([CH:19]2[CH2:28][C:27]([CH3:30])([CH3:29])[C:26]3[C:21](=[CH:22][CH:23]=[C:24]([C:31]#[N:32])[CH:25]=3)[NH:20]2)[CH:16]=[CH:17][CH:18]=1.N1C=CC=CC=1>ClCCl>[C:31]([C:24]1[CH:25]=[C:26]2[C:21](=[CH:22][CH:23]=1)[NH:20][CH:19]([C:15]1[CH:14]=[C:13]([NH:12][S:8]([C:4]3[CH:5]=[CH:6][CH:7]=[C:2]([F:1])[CH:3]=3)(=[O:10])=[O:9])[CH:18]=[CH:17][CH:16]=1)[CH2:28][C:27]2([CH3:30])[CH3:29])#[N:32]. Reported procedure: 3-Fluoro-benzenesulfonyl chloride (116 mg, 0.59 mmol) was added dropwise to a mixture of 2-(3-amino-phenyl)-4,4-dimethyl-1,2,3,4-tetrahydro-quinoline-6-carbonitrile (150 mg, 0.54 mmol) and pyridine (65 mg, 0.81 mmol) in dichloromethane (5 mL). The resultant mixture was allowed to stir overnight. The reaction mixture was washed by water, dried over magnesium sulfate. It was filtered and concentrated to provide the crude product. It was purified by column chromatography (silica gel, petroleum ethe... The reactants are [BH4-], CC(=O)c1ccc(C(=O)OCc2ccccc2)cc1, CCO, ClC(Cl)Cl, [Na+]. Product: CC(O)c1ccc(C(=O)OCc2ccccc2)cc1. Reaction SMILES: [BH4-:23].[C:1]([CH3:2])(=[O:3])[c:4]1[cH:5][cH:6][c:7]([C:8](=[O:9])[O:10][CH2:11][c:12]2[cH:13][cH:14][cH:15][cH:16][cH:17]2)[cH:18][cH:19]1.[CH3:20][CH2:21][OH:22].[CH:25]([Cl:26])([Cl:27])[Cl:28].[Na+:24]>>[CH:1]([CH3:2])([OH:3])[c:4]1[cH:5][cH:6][c:7]([C:8](=[O:9])[O:10][CH2:11][c:12]2[cH:13][cH:14][cH:15][cH:16][cH:17]2)[cH:18][cH:19]1. Reactants: Cl (hydrochloric acid), C(C)OC(=O)C=1C(=NC(=NC1)C1=CC=CC=C1)NCC(=O)N(CCC)CCC (2-(5-ethoxycarbonyl-2-phenyl-4-pyrimidinylamino)-N,N-dipropylacetamide), [BH4-].[Na+] (sodium borohydride), [Cl-].[Li+] (lithium chloride). Solvent: O1CCCC1 (tetrahydrofuran), C(C)O (ethanol). Run at time 5 hour. The product is OCC=1C(=NC(=NC1)C1=CC=CC=C1)NCC(=O)N(CCC)CCC (2-(5-hydroxymethyl-2-phenyl-4-pyrimidinylamino)-N,N-dipropylacetamide). The yield is 74.9%. RXN SMILES: C([O:3][C:4]([C:6]1[C:7]([NH:18][CH2:19][C:20]([N:22]([CH2:26][CH2:27][CH3:28])[CH2:23][CH2:24][CH3:25])=[O:21])=[N:8][C:9]([C:12]2[CH:17]=[CH:16][CH:15]=[CH:14][CH:13]=2)=[N:10][CH:11]=1)=O)C.[BH4-].[Na+].[Cl-].[Li+].Cl>C(O)C.O1CCCC1>[OH:3][CH2:4][C:6]1[C:7]([NH:18][CH2:19][C:20]([N:22]([CH2:26][CH2:27][CH3:28])[CH2:23][CH2:24][CH3:25])=[O:21])=[N:8][C:9]([C:12]2[CH:17]=[CH:16][CH:15]=[CH:14][CH:13]=2)=[N:10][CH:11]=1 |f:1.2,3.4|. Procedure details: To a mixture of 2-(5-ethoxycarbonyl-2-phenyl-4-pyrimidinylamino)-N,N-dipropylacetamide (3.0 g) obtained in Example 126, sodium borohydride (0.6 g), lithium chloride (0.7 g) and tetrahydrofuran (20 ml) is added dropwise anhydrous ethanol (30 ml) at 0 to 5° C. The reaction mixture is stirred at room temperature for five hours, and the pH value thereof is adjusted to pH 5 with 1N hydrochloric acid, and concentrated under reduced pressure. To the residue are added a brine and chloroform, and the chl... The reactants are CC(c1ccc2ncccc2c1)c1noc2ncc(Br)cc12, CCCC[Sn](CCCC)(CCCC)c1cscn1, c1ccc(-c2ccccc2P(C2CCCCC2)C2CCCCC2)cc1, CN(C)C=O. Product: CC(c1ccc2ncccc2c1)c1noc2ncc(-c3cscn3)cc12. Reaction SMILES: [Br:26][c:27]1[cH:28][c:29]2[c:30]([n:31][cH:32]1)[o:33][n:34][c:35]2[CH:36]([CH3:37])[c:38]1[cH:39][c:40]2[cH:41][cH:42][cH:43][n:44][c:45]2[cH:46][cH:47]1.[CH2:48]([Sn:49]([CH2:50][CH2:51][CH2:52][CH3:58])([c:53]1[n:54][cH:55][s:56][cH:57]1)[CH2:59][CH2:60][CH2:61][CH3:62])[CH2:63][CH2:64][CH3:65].[CH:1]1([P:2]([CH:3]2[CH2:4][CH2:5][CH2:6][CH2:7][CH2:8]2)[c:9]2[cH:10][cH:11][cH:12][cH:13][c:14]2-[c:15]2[cH:16][cH:17][cH:18][cH:19][cH:20]2)[CH2:21][CH2:22][CH2:23][CH2:24][CH2:25]1.[O:66]=[CH:67][N:68]([CH3:69])[CH3:70]>>[c:27]1(-[c:53]2[n:54][cH:55][s:56][cH:57]2)[cH:28][c:29]2[c:30]([n:31][cH:32]1)[o:33][n:34][c:35]2[CH:36]([CH3:37])[c:38]1[cH:39][c:40]2[cH:41][cH:42][cH:43][n:44][c:45]2[cH:46][cH:47]1.